The task is: describe an organic reaction: reactants, conditions, products, and yield. This data is from the Open Reaction Database (ORD), a public repository of structured organic reaction records. Reactants: C1CCC(CC1)N=C=NC2CCCCC2 (DCC), ice, C(CCCC)C1CCC(CC1)C1CCC(CC1)C(=O)O (4′-pentyl-bicyclohexyl-4-carboxylic acid), CN(C)C1=NC=CC=C1 (dimethylaminopyridine), BrCCCO (3-bromopropan-1-ol), C1CCC(CC1)N=C=NC2CCCCC2 (DCC), C(C(=O)O)(=O)O (Oxalic acid). Run in C(Cl)Cl (DCM), C(Cl)Cl (DCM). Conditions: temperature 25 celsius, time 8 hour. Product: BrCCCOC(=O)C1CCC(CC1)C1CCC(CC1)CCCCC (4′-pentyl-bicyclohexyl-4-carboxylic acid 3-bromo-propyl ester). Reaction SMILES: C1CCC(N=C=NC2CCCCC2)CC1.[CH2:16]([CH:21]1[CH2:26][CH2:25][CH:24]([CH:27]2[CH2:32][CH2:31][CH:30]([C:33]([OH:35])=[O:34])[CH2:29][CH2:28]2)[CH2:23][CH2:22]1)[CH2:17][CH2:18][CH2:19][CH3:20].CN(C1C=CC=CN=1)C.[Br:45][CH2:46][CH2:47][CH2:48]O.C(O)(=O)C(O)=O>C(Cl)Cl>[Br:45][CH2:46][CH2:47][CH2:48][O:34][C:33]([CH:30]1[CH2:29][CH2:28][CH:27]([CH:24]2[CH2:25][CH2:26][CH:21]([CH2:16][CH2:17][CH2:18][CH2:19][CH3:20])[CH2:22][CH2:23]2)[CH2:32][CH2:31]1)=[O:35]. Reported procedure: A solution of DCC (11.3 g, 54.5 mmol) in DCM is added slowly to an ice cooled mixture of 4′-pentyl-bicyclohexyl-4-carboxylic acid (15.0 g, 53.5 mmol), dimethylaminopyridine (1.1 g) and 3-bromopropan-1-ol (7.5 g, 54.0 mmol) and DCM (100 ml). After addition is complete, the mixture is stirred at 25° C. overnight. Oxalic acid is added to mop up excess DCC, the mixture is filtered and then evaporated to dryness to afford 4′-pentyl-bicyclohexyl-4-carboxylic acid 3-bromo-propyl ester as a white solid ... Reactants: C1(CC1)C=1NC(=C(N1)C1=CC=C2C(=N1)OC(=N2)N[C@H](CCOC)C)C2=C(C=C(C=C2)F)F (5-[2-Cyclopropyl-5-(2,4-difluorophenyl)-1H-imidazol-4-yl]-N-[(1S)-3-methoxy-1-methyl-propyl]oxazolo[5,4-b]pyridin-2-amine), solution, CS(=O)(=O)O (methanesulfonic acid). The solvent is ClCCl (dichloromethane), CO (methanol), CO (methanol). Reaction conditions: time 30 minute. Product: CS(=O)(=O)O.C1(CC1)C=1NC(=C(N1)C1=CC=C2C(=N1)OC(=N2)N[C@H](CCOC)C)C2=C(C=C(C=C2)F)F (5-[2-Cyclopropyl-5-(2,4-difluorophenyl)-1H-imidazol-4-yl]-N-[(1S)-3-methoxy-1-methyl-propyl]oxazolo[5,4-b]pyridin-2-amine methanesulfonate). Yield: 89.0%. Reaction SMILES: [CH:1]1([C:4]2[NH:5][C:6]([C:25]3[CH:30]=[CH:29][C:28]([F:31])=[CH:27][C:26]=3[F:32])=[C:7]([C:9]3[N:14]=[C:13]4[O:15][C:16]([NH:18][C@@H:19]([CH3:24])[CH2:20][CH2:21][O:22][CH3:23])=[N:17][C:12]4=[CH:11][CH:10]=3)[N:8]=2)[CH2:3][CH2:2]1.[CH3:33][S:34]([OH:37])(=[O:36])=[O:35]>ClCCl.CO>[CH3:33][S:34]([OH:37])(=[O:36])=[O:35].[CH:1]1([C:4]2[NH:5][C:6]([C:25]3[CH:30]=[CH:29][C:28]([F:31])=[CH:27][C:26]=3[F:32])=[C:7]([C:9]3[N:14]=[C:13]4[O:15][C:16]([NH:18][C@@H:19]([CH3:24])[CH2:20][CH2:21][O:22][CH3:23])=[N:17][C:12]4=[CH:11][CH:10]=3)[N:8]=2)[CH2:3][CH2:2]1 |f:4.5|. Reported procedure: 5-[2-Cyclopropyl-5-(2,4-difluorophenyl)-1H-imidazol-4-yl]-N-[(1S)-3-methoxy-1-methyl-propyl]oxazolo[5,4-b]pyridin-2-amine (0.090 g, 0.23 mmol) is dissolved in a 1:1 mixture of dichloromethane and methanol (3 mL total). A 0.5 M solution of methanesulfonic acid in methanol (0.47 mL) is added dropwise to the solution. The mixture is stirred at RT for 30 min and then the solvent is evaporated under reduced pressure. The residue is mixed with methanol and concentrated twice to afford the title compou...